Task: describe an organic reaction: reactants, conditions, products, and yield. Dataset: the Open Reaction Database (ORD), a public repository of structured organic reaction records Starting materials: CN(CC(=O)N1CCC2=CC(=C(C=C12)NC1=NC2=C(C3=NC4=CC(=CC(=C4C(N31)=O)F)F)C=CN2S(=O)(=O)C2=CC=C(C=C2)C)OC)C (5-{[1-(N,N-dimethylglycyl)-5-(methyloxy)-2,3-dihydro-1H-indol-6-yl]amino}-8,10-difluoro-3-[(4-methylphenyl)sulfonyl]pyrrolo[2′,3′:4,5]pyrimido[6,1-b]quinazolin-7(3H)-one), C(C)N (ethyl amine), solution, CN(CC(=O)N1CCC2=CC(=C(C=C12)NC=1N=C(C2=C(N1)N(C=C2)S(=O)(=O)C2=CC=C(C=C2)C)NC2=C(C(=O)NCC)C(=CC(=C2)F)F)OC)C (2-({2-{[1-(N,N-dimethylglycyl)-5-(methyloxy)-2,3-dihydro-1H-indol-6-yl]amino}-7-[(4-methylphenyl)sulfonyl]-7H-pyrrolo[2,3-d]pyrimidin-4-yl}amino)-N-ethyl-4,6-difluorobenzamide), [OH-].[Na+] (NaOH). The solvent is C1CCOC1 (THF), C1CCOC1 (THF), O1CCOCC1 (1,4-dioxane), C(C)(=O)OCC (ethyl acetate), C(C)(=O)OCC (ethyl acetate). Run at time 3 hour. Product: CN(CC(=O)N1CCC2=CC(=C(C=C12)NC1=NC(=C2C(N1)=NC=C2)NC2=C(C(=O)NCC)C(=CC(=C2)F)F)OC)C (2-[(2-{[1-(N,N-dimethylglycyl)-5-(methyloxy)-2,3-dihydro-1H-indol-6-yl]amino}-1H-pyrrolo[2,3-d]pyrimidin-4-yl)amino]-N-ethyl-4,6-difluorobenzamide). As a reaction SMILES: CN(C)CC(N1C2C(=CC(OC)=C(NC3N4C(=NC5C(C4=O)=C(F)C=C(F)C=5)C4C=CN(S(C5C=CC(C)=CC=5)(=O)=O)C=4N=3)C=2)CC1)=O.C(N)C.[CH3:52][N:53]([CH3:102])[CH2:54][C:55]([N:57]1[C:65]2[C:60](=[CH:61][C:62]([O:100][CH3:101])=[C:63]([NH:66][C:67]3[N:68]=[C:69]([NH:86][C:87]4[CH:97]=[C:96]([F:98])[CH:95]=[C:94]([F:99])[C:88]=4[C:89]([NH:91][CH2:92][CH3:93])=[O:90])[C:70]4[CH:75]=[CH:74][N:73](S(C5C=CC(C)=CC=5)(=O)=O)[C:71]=4[N:72]=3)[CH:64]=2)[CH2:59][CH2:58]1)=[O:56].[OH-].[Na+]>C1COCC1.C(OCC)(=O)C.O1CCOCC1>[CH3:102][N:53]([CH3:52])[CH2:54][C:55]([N:57]1[C:65]2[C:60](=[CH:61][C:62]([O:100][CH3:101])=[C:63]([NH:66][C:67]3[NH:72][C:71]4=[N:73][CH:74]=[CH:75][C:70]4=[C:69]([NH:86][C:87]4[CH:97]=[C:96]([F:98])[CH:95]=[C:94]([F:99])[C:88]=4[C:89]([NH:91][CH2:92][CH3:93])=[O:90])[N:68]=3)[CH:64]=2)[CH2:59][CH2:58]1)=[O:56] |f:3.4|. Procedure: To a solution of 5-{[1-(N,N-dimethylglycyl)-5-(methyloxy)-2,3-dihydro-1H-indol-6-yl]amino}-8,10-difluoro-3-[(4-methylphenyl)sulfonyl]pyrrolo[2′,3′:4,5]pyrimido[6,1-b]quinazolin-7(3H)-one (300 mg, 0.445 mmol) in THF (5 mL) was added ethyl amine as a 2M solution in THF (1.11 mL, 2.22 mmol). The resulting mixture was let stir at rt for 3 h at which time it was diluted with ethyl acetate and washed with a saturated sodium bicarbonate solution, water and a saturated brine solution. Organics were drie... Reactants: C1(=CC=CC=C1)[C@H](C)N1[C@@H]2C(O[C@H](CC1)C2)=O ((1S,5R)-2-((S)-1-phenylethyl)-6-oxa-2-azabicyclo[3.2.1]octan-7-one), CO (methanol). Reagents/catalysts: [Pd] (palladium on activated carbon). Conditions: time 6 hour. Yields the product COC([C@@H]1NCC[C@@H](C1)O)=O (cis-4-Hydroxy-L-Pipecolinic Acid Methyl Ester). As a reaction SMILES: C1([C@@H]([N:9]2[CH2:15][CH2:14][C@@H:13]3[CH2:16][C@H:10]2[C:11](=[O:17])[O:12]3)C)C=CC=CC=1.[CH3:18][OH:19]>[Pd]>[CH3:18][O:19][C:11](=[O:17])[C@H:10]1[CH2:16][C@@H:13]([OH:12])[CH2:14][CH2:15][NH:9]1. Reported procedure: A mixture of (1S,5R)-2-((S)-1-phenylethyl)-6-oxa-2-azabicyclo[3.2.1]octan-7-one (2.95 g) and 10% palladium on activated carbon (570 mg) in methanol (75 mL) was stirred at room temperature for 6 hr under hydrogen (3.5 kgf/cm2). The catalysts were removed by filtration and washed with methanol. The combined organic layers were evaporated in vacuo. A mixture of the residue and 10% palladium on activated carbon (500 mg) in methanol (75 mL) was stirred at room temperature for 8 hr under hydrogen (3.5... Starting materials: [BH4-].[Li+] (Lithium borohydride), solution, COC=1C=C2C(CC(N(C2=CC1)C)=O)CC(=O)OC (1,2,3,4-tetrahydro-6-methoxy-1-methyl-2-oxo-4-quinoline acetic acid, methyl ester). The solvent is O1CCCC1 (tetrahydrofuran), O1CCCC1 (tetrahydrofuran). Conditions: time 84 hour. Product: OCCC1CC(N(C2=CC=C(C=C12)OC)C)=O (3,4-dihydro-4-(2-hydroxyethyl)-6-methoxy-1-methyl-2(1H)-quinolinone). As a reaction SMILES: [BH4-].[Li+].[CH3:3][O:4][C:5]1[CH:6]=[C:7]2[C:12](=[CH:13][CH:14]=1)[N:11]([CH3:15])[C:10](=[O:16])[CH2:9][CH:8]2[CH2:17][C:18](OC)=[O:19]>O1CCCC1>[OH:19][CH2:18][CH2:17][CH:8]1[C:7]2[C:12](=[CH:13][CH:14]=[C:5]([O:4][CH3:3])[CH:6]=2)[N:11]([CH3:15])[C:10](=[O:16])[CH2:9]1 |f:0.1|. Procedure details: Lithium borohydride (100 ml of a 2.0M solution in tetrahydrofuran) was added to a solution of 34.6 g of 1,2,3,4-tetrahydro-6-methoxy-1-methyl-2-oxo-4-quinoline acetic acid, methyl ester in 330 ml of tetrahydrofuran. The mixture was stirred at room temperature for 84 hours, cooled to 0° C., quenched with 10% aqueous hydrochloric acid, and concentrated. The aqueous layer was basified with potassium carbonate and extracted with ethyl acetate. The combined organic layers were washed with brine, drie...